Dataset: the Open Reaction Database (ORD), a public repository of structured organic reaction records. Task: describe an organic reaction: reactants, conditions, products, and yield Starting materials: C(C1=CC=CC=C1)OC=1C=C2C(=C(N(C2=CC1)CCCOC1=CC=CC2=CC=CC=C12)C(=O)OCC)C1=C(C=CC=C1)C(C)C (ethyl 5-(benzyloxy)-3-(2-isopropylphenyl)-1-(3-(naphthalen-1-yloxy)propyl)-1H-indole-2-carboxylate), ClCCCCI (1-chloro-4-iodobutane), C([O-])([O-])=O.[Cs+].[Cs+] (cesium carbonate), CN(C=O)C (N,N-dimethylformamide). Reaction conditions: temperature 60 celsius. Product: C(C)(C)C1=C(C=CC=C1)C1=C(N(C2=CC=C(C=C12)OCCCCN1CCOCC1)CCCOC1=CC=CC2=CC=CC=C12)C(=O)OCC (ethyl 3-(2-isopropylphenyl)-5-(4-morpholinobutoxy)-1-(3-(naphthalen-1-yloxy)propyl)-1H-indole-2-carboxylate). As a reaction SMILES: [CH2:1]([O:8][C:9]1[CH:10]=[C:11]2[C:15](=[CH:16][CH:17]=1)[N:14]([CH2:18][CH2:19][CH2:20][O:21][C:22]1[C:31]3[C:26](=[CH:27][CH:28]=[CH:29][CH:30]=3)[CH:25]=[CH:24][CH:23]=1)[C:13]([C:32]([O:34][CH2:35][CH3:36])=[O:33])=[C:12]2[C:37]1[CH:42]=[CH:41][CH:40]=[CH:39][C:38]=1[CH:43]([CH3:45])[CH3:44])[C:2]1[CH:7]=CC=CC=1.ClCC[CH2:49][CH2:50]I.[C:52](=[O:55])([O-])[O-].[Cs+].[Cs+].[CH3:58][N:59](C)[CH:60]=O>>[CH:43]([C:38]1[CH:39]=[CH:40][CH:41]=[CH:42][C:37]=1[C:12]1[C:11]2[C:15](=[CH:16][CH:17]=[C:9]([O:8][CH2:1][CH2:2][CH2:7][CH2:58][N:59]3[CH2:50][CH2:49][O:55][CH2:52][CH2:60]3)[CH:10]=2)[N:14]([CH2:18][CH2:19][CH2:20][O:21][C:22]2[C:31]3[C:26](=[CH:27][CH:28]=[CH:29][CH:30]=3)[CH:25]=[CH:24][CH:23]=2)[C:13]=1[C:32]([O:34][CH2:35][CH3:36])=[O:33])([CH3:45])[CH3:44] |f:2.3.4|. Reported procedure: A mixture of EXAMPLE 149A (36 mg), 1-chloro-4-iodobutane (0.043 ml) and cesium carbonate (116 mg) in N,N-dimethylformamide (2 ml) was stirred at room temperature overnight. The inorganic salt was filtered off. To the N,N-dimethylformamide solution was added morpholine (0.2 ml) and the resulting mixture was heated at 60° C. for 5 hours. The reaction mixture was concentrated and the residue was purified by RPHPLC (mobile phase: 10%-100% acetonitrile in 0.1% TFA aqueous solution during 60 min) on a...